Dataset: the Open Reaction Database (ORD), a public repository of structured organic reaction records. Task: describe an organic reaction: reactants, conditions, products, and yield The reactants are NCCCCCCN (Hexamethylenediamine), C1(CCCO1)=O (γ-butyrolactone). Product: NCCCCCCN1C(CCC1)=O (AHP). As a reaction SMILES: [NH2:1][CH2:2][CH2:3][CH2:4][CH2:5][CH2:6][CH2:7][NH2:8].[C:9]1(=O)[O:13][CH2:12][CH2:11][CH2:10]1>>[NH2:1][CH2:2][CH2:3][CH2:4][CH2:5][CH2:6][CH2:7][N:8]1[CH2:9][CH2:10][CH2:11][C:12]1=[O:13]. Procedure: Hexamethylenediamine (100 g, 0.86 mole) was heated with γ-butyrolactone (23.36 ml, 0.31 mole) at 210° C. under nitrogen for 24 hours in a three-neck reaction flask equipped with air reflux condenser. After the reaction, most of the unreacted diamine was crystallized upon cooling to room temperature; therefore, most of the excess diamine was filtered off. The remaining unreacted diamine in solution was vacuum distilled, then N-(6-aminohexyl)-2-pyrrolidone was obtained at 140° C. (0.9 torr) as a c... Starting materials: BrC1=CC=C(S1)C=O (5-Bromothiophene-2-carboxaldehyde), COC=1C=C(CC#N)C=CC1OC (3,4-dimethoxybenzyl cyanide). Yields the product BrC1=CC=C(S1)\C=C(/C#N)\C1=CC(=C(C=C1)OC)OC ((Z)-3-(5-bromo-thiophen-2-yl)-2-(3,4-dimethoxy-phenyl)-acrylonitrile). Isolated yield 51.4%. RXN SMILES: [Br:1][C:2]1[S:6][C:5]([CH:7]=O)=[CH:4][CH:3]=1.[CH3:9][O:10][C:11]1[CH:12]=[C:13]([CH:17]=[CH:18][C:19]=1[O:20][CH3:21])[CH2:14][C:15]#[N:16]>>[Br:1][C:2]1[S:6][C:5](/[CH:7]=[C:14](/[C:13]2[CH:17]=[CH:18][C:19]([O:20][CH3:21])=[C:11]([O:10][CH3:9])[CH:12]=2)\[C:15]#[N:16])=[CH:4][CH:3]=1. Procedure: 5-Bromothiophene-2-carboxaldehyde (381 mg) was condensed with 3,4-dimethoxybenzyl cyanide (355 mg) through Method A (production step 2), to thereby yield the target product (yield: 359 mg, 51%).